Dataset: the Open Reaction Database (ORD), a public repository of structured organic reaction records. Task: describe an organic reaction: reactants, conditions, products, and yield Reactants: COC=1C=C(C=CC1)C(CN)CC (2-(3-methoxyphenyl)-1-butanamine), [OH-].[K+] (KOH), C(C)O (ethanol), C=O (paraformaldehyde). Run in C(=O)O (formic acid). Conditions: time 16 hour. The product is C(C)C1CNCC2=CC=C(C=C12)OC (4-ethyl-6-methoxy-1,2,3,4-tetrahydroisoquinoline). Reaction SMILES: [CH3:1][O:2][C:3]1[CH:4]=[C:5]([CH:9]([CH2:12][CH3:13])[CH2:10][NH2:11])[CH:6]=[CH:7][CH:8]=1.C=O.[OH-].[K+].[CH2:18](O)C>C(O)=O>[CH2:12]([CH:9]1[C:5]2[C:6](=[CH:7][CH:8]=[C:3]([O:2][CH3:1])[CH:4]=2)[CH2:18][NH:11][CH2:10]1)[CH3:13] |f:2.3|. Procedure details: A solution of 2-(3-methoxyphenyl)-1-butanamine (25 g, 131 mmol, prepared according to the procedure described in J. Med. Chem. 1990, 33, 153-160) in formic acid (120 mL) at room temperature was treated with paraformaldehyde (4.18 g, 131 mmol), stirred for 16 hours, treated with 25% KOH (30 mL) and ethanol (100 mL), and refluxed for 2.5 hours. The mixture was cooled to room temperature, extracted with dichloromethane, and the combined extracts were dried (MgSO4), filtered, and concentrated. The c... Starting materials: C(C1=CC=CC=C1)O[C@@H](C(=O)N[C@@H]1[C@H]([C@H]([C@@H](C1)N1C2=NC(=NC(=C2N=C1)NCC(C1=CC=CC=C1)C1=CC=CC=C1)N1C[C@@H](CC1)NC(=O)NC=1C=NC=CC1)O)O)C ((R)-2-Benzyloxy-N-((1S,2R,3S,4R)-4-{6-(2,2-diphenyl-ethylamino)-2-[(R)-3-(3-pyridin-3-yl-ureido)-pyrrolidin-1-yl]-purin-9-yl}-2,3-dihydroxy-cyclopentyl)-propionamide), N[C@H]1CN(CC1)C1=NC(=C2N=CN(C2=N1)[C@H]1[C@@H]([C@@H]([C@H](C1)NC([C@@H](C)OCC1=CC=CC=C1)=O)O)O)NCC(C1=CC=CC=C1)C1=CC=CC=C1 ((R)-N-{(1S,2R,3S,4R)-4-[2-((R)-3-Amino-pyrrolidin-1-yl)-6-(2,2-diphenyl-ethylamino)-purin-9-yl]-2,3-dihydroxy-cyclopentyl}-2-benzyloxy-propionamide). Yields the product C1(=CC=CC=C1)C(CNC1=C2N=CN(C2=NC(=N1)N1C=NC(=C1)NC(=O)NC=1C=NC=CC1)[C@H]1[C@@H]([C@@H]([C@H](C1)NC(CO)=O)O)O)C1=CC=CC=C1 (N-((1S,2R,3S,4R)-4-{6-(2,2-Diphenyl-ethylamino)-2-[4-(3-pyridin-3-yl-ureido)-imidazol-1-yl]-purin-9-yl}-2,3-dihydroxy-cyclopentyl)-2-hydroxy-acetamide). As a reaction SMILES: C([O:8][C@H:9](C)[C:10]([NH:12][C@H:13]1[CH2:17][C@@H:16]([N:18]2[CH:26]=[N:25][C:24]3[C:19]2=[N:20][C:21]([N:42]2[CH2:46]C[C@@H:44]([NH:47][C:48]([NH:50][C:51]4[CH:52]=[N:53][CH:54]=[CH:55][CH:56]=4)=[O:49])[CH2:43]2)=[N:22][C:23]=3[NH:27][CH2:28][CH:29]([C:36]2[CH:41]=[CH:40][CH:39]=[CH:38][CH:37]=2)[C:30]2[CH:35]=[CH:34][CH:33]=[CH:32][CH:31]=2)[C@H:15]([OH:57])[C@@H:14]1[OH:58])=[O:11])C1C=CC=CC=1.[NH2:60][C@@H]1CCN(C2N=C3C(N=CN3[C@@H]3C[C@H](NC(=O)[C@H](OCC4C=CC=CC=4)C)[C@@H](O)[C@H]3O)=C(NCC(C3C=CC=CC=3)C3C=CC=CC=3)N=2)C1>>[C:30]1([CH:29]([C:36]2[CH:37]=[CH:38][CH:39]=[CH:40][CH:41]=2)[CH2:28][NH:27][C:23]2[N:22]=[C:21]([N:42]3[CH:43]=[C:44]([NH:47][C:48]([NH:50][C:51]4[CH:52]=[N:53][CH:54]=[CH:55][CH:56]=4)=[O:49])[N:60]=[CH:46]3)[N:20]=[C:19]3[C:24]=2[N:25]=[CH:26][N:18]3[C@@H:16]2[CH2:17][C@H:13]([NH:12][C:10](=[O:11])[CH2:9][OH:8])[C@@H:14]([OH:58])[C@H:15]2[OH:57])[CH:31]=[CH:32][CH:33]=[CH:34][CH:35]=1. Procedure: The title compound is prepared analogously to (R)-2-benzyloxy-N-((1S,2R,3S,4R)-4-{6-(2,2-diphenyl-ethylamino)-2-[(R)-3-(3-pyridin-3-yl-ureido)-pyrrolidin-1-yl]-purin-9-yl}-2,3-dihydroxy-cyclopentyl)-propionamide (Example 181, step 5), by substituting N-{(1S,2R,3S,4R)-4-[2-(4-amino-imidazol-1-yl)-6-(2,2-diphenyl-ethylamino)-purin-9-yl]-2,3-dihydroxy-cyclopentyl}-2-hydroxy-acetamide (Intermediate ZU) for (R)-N-{(1S,2R,3S,4R)-4-[2-((R)-3-amino-pyrrolidin-1-yl)-6-(2,2-diphenyl-ethylamino)-purin-9-yl...